Dataset: the Open Reaction Database (ORD), a public repository of structured organic reaction records. Task: describe an organic reaction: reactants, conditions, products, and yield Yields the product CN(C)C1(Cc2ccccc2)CCC(O)(c2cc3ccccc3s2)CC1. The reactants are [Li]C(C)(C)C, CN(C)C1(Cc2ccccc2)CCC(=O)CC1, C1CCOC1, CCCCC, c1ccc2sccc2c1. Reaction SMILES: [C:10]([Li:11])([CH3:12])([CH3:13])[CH3:14].[CH2:20]([c:21]1[cH:22][cH:23][cH:24][cH:25][cH:26]1)[C:27]1([N:34]([CH3:35])[CH3:36])[CH2:28][CH2:29][C:30](=[O:33])[CH2:31][CH2:32]1.[CH2:37]1[O:38][CH2:39][CH2:40][CH2:41]1.[CH3:15][CH2:16][CH2:17][CH2:18][CH3:19].[s:1]1[c:2]2[c:3]([cH:4][cH:5]1)[cH:6][cH:7][cH:8][cH:9]2>>[s:1]1[c:2]2[c:3]([cH:4][c:5]1[C:30]1([OH:33])[CH2:29][CH2:28][C:27]([CH2:20][c:21]3[cH:22][cH:23][cH:24][cH:25][cH:26]3)([N:34]([CH3:35])[CH3:36])[CH2:32][CH2:31]1)[cH:6][cH:7][cH:8][cH:9]2. Starting materials: COC(=O)C1CN(c2cc(F)c3c(c2)CCC(=O)N3C)C(=O)O1, CO, N. Yields the product CN1C(=O)CCc2cc(N3CC(C(N)=O)OC3=O)cc(F)c21. Reaction SMILES: [CH3:1][O:2][C:3](=[O:4])[CH:5]1[CH2:6][N:7]([c:11]2[cH:12][c:13]3[c:18]([c:19]([F:21])[cH:20]2)[N:17]([CH3:22])[C:16](=[O:23])[CH2:15][CH2:14]3)[C:8](=[O:10])[O:9]1.[CH3:25][OH:26].[NH3:24]>>[O:2]=[C:3]([CH:5]1[CH2:6][N:7]([c:11]2[cH:12][c:13]3[c:18]([c:19]([F:21])[cH:20]2)[N:17]([CH3:22])[C:16](=[O:23])[CH2:15][CH2:14]3)[C:8](=[O:10])[O:9]1)[NH2:24]. Starting materials: C(C)(C)(C)OC(=O)NCC(N)=S ((N-t-butoxycarbonylamino) acetothioamide), BrC1=C(C=CC=C1)C(C)=O (2'-bromoacetophenone). Yields the product C1(=CC=CC=C1)C=1N2C(SC1)=CN=C2 (3-phenylimidazo[5,1-b]thiazole). Yield: 66.0%. Reaction SMILES: C(O[C:6]([NH:8][CH2:9][C:10](=[S:12])[NH2:11])=O)(C)(C)C.Br[C:14]1[CH:19]=[CH:18][CH:17]=[CH:16][C:15]=1[C:20](=O)[CH3:21]>>[C:15]1([C:20]2[N:11]3[CH:6]=[N:8][CH:9]=[C:10]3[S:12][CH:21]=2)[CH:16]=[CH:17][CH:18]=[CH:19][CH:14]=1. Procedure details: The same procedure as in Preparation 10 was repeated except that 1.9 g of (N-t-butoxycarbonylamino) acetothioamide and 2.49 g of 2'-bromoacetophenone were used, thereby obtaining 1.32 g of the title compound. Starting materials: CC(=O)NC(=O)Nc1ccc(OS(=O)(=O)c2cccc(C(F)(F)F)c2)cc1[N+](=O)[O-], CO, COCCO, [H][H]. The product is CC(=O)NC(=O)Nc1ccc(OS(=O)(=O)c2cccc(C(F)(F)F)c2)cc1N. RXN SMILES: [C:1]([CH3:2])(=[O:3])[NH:4][C:5]([NH:6][c:7]1[c:8]([N+:27]([O-:28])=[O:29])[cH:9][c:10]([O:13][S:14](=[O:15])(=[O:16])[c:17]2[cH:18][c:19]([C:23]([F:24])([F:25])[F:26])[cH:20][cH:21][cH:22]2)[cH:11][cH:12]1)=[O:30].[CH3:33][OH:34].[CH3:35][O:36][CH2:37][CH2:38][OH:39].[H:31][H:32]>>[C:1]([CH3:2])(=[O:3])[NH:4][C:5]([NH:6][c:7]1[c:8]([NH2:27])[cH:9][c:10]([O:13][S:14](=[O:15])(=[O:16])[c:17]2[cH:18][c:19]([C:23]([F:24])([F:25])[F:26])[cH:20][cH:21][cH:22]2)[cH:11][cH:12]1)=[O:30]. Reactants: Ic1c[nH]c2ncccc12, CN(C)c1ccc(cc1)B2OC(C)(C)C(C)(C)O2. Reagents/catalysts: CCN=P(N=P(N(C)C)(N(C)C)N(C)C)(N(C)C)N(C)C (P2-Et), CC(C)c1cc(C(C)C)c(-c2ccccc2[PH](C(C)(C)C)(C(C)(C)C)[Pd]2(OS(C)(=O)=O)Nc3ccccc3-c3ccccc32)c(C(C)C)c1 (tBuXphos G3). Solvent: CS(C)=O (DMSO), O (water), CS(C)=O (DMSO), CS(C)=O (DMSO), CS(C)=O (DMSO). Reaction conditions: time 22 hour. Yields the product CN(C)c1ccc(cc1)c2c[nH]c3ncccc23, Ic1c[nH]c2ncccc12, c1ccc(-c2ccccc2)cc1. Reactants: Cc1nn(-c2ccccc2)cc1CN1CCN(c2nccnc2-c2ccc(CO)cc2)CC1, ClCCl, O=S(Cl)Cl. Product: Cc1nn(-c2ccccc2)cc1CN1CCN(c2nccnc2-c2ccc(CCl)cc2)CC1. Reaction SMILES: [CH3:5][c:6]1[n:7][n:8](-[c:32]2[cH:33][cH:34][cH:35][cH:36][cH:37]2)[cH:9][c:10]1[CH2:11][N:12]1[CH2:13][CH2:14][N:15]([c:18]2[n:19][cH:20][cH:21][n:22][c:23]2-[c:24]2[cH:25][cH:26][c:27]([CH2:30][OH:31])[cH:28][cH:29]2)[CH2:16][CH2:17]1.[Cl:38][CH2:39][Cl:40].[S:1]([Cl:2])([Cl:3])=[O:4]>>[Cl:3][CH2:30][c:27]1[cH:26][cH:25][c:24](-[c:23]2[c:18]([N:15]3[CH2:14][CH2:13][N:12]([CH2:11][c:10]4[c:6]([CH3:5])[n:7][n:8](-[c:32]5[cH:33][cH:34][cH:35][cH:36][cH:37]5)[cH:9]4)[CH2:17][CH2:16]3)[n:19][cH:20][cH:21][n:22]2)[cH:29][cH:28]1. The reactants are N1C=C(C2=CC=CC=C12)CCNC(C1=CC(=CC=C1)[N+](=O)[O-])C1=CC=C(C=C1)OC (N-[2-(1H-indol-3-yl)ethyl]-N-[(4-methoxyphenyl)-(3-nitrophenyl)methyl]amine), [BH4-].[Na+] (sodium borohydride). Reagents/catalysts: O.O.O.O.O.O.[Ni](Cl)Cl (nickel chloride hexahydrate). Solvent: C(C)O (ethanol). Product: N1C=C(C2=CC=CC=C12)CCNC(C=1C=C(C=CC1)N)C1=CC=C(C=C1)OC (3-{[2-(1 H-Indol-3-yl)ethylamino]-(4-methoxyphenyl)methyl}phenylamine). The yield is 22.4%. As a reaction SMILES: [NH:1]1[C:9]2[C:4](=[CH:5][CH:6]=[CH:7][CH:8]=2)[C:3]([CH2:10][CH2:11][NH:12][CH:13]([C:23]2[CH:28]=[CH:27][C:26]([O:29][CH3:30])=[CH:25][CH:24]=2)[C:14]2[CH:19]=[CH:18][CH:17]=[C:16]([N+:20]([O-])=O)[CH:15]=2)=[CH:2]1.[BH4-].[Na+]>C(O)C.O.O.O.O.O.O.[Ni](Cl)Cl>[NH:1]1[C:9]2[C:4](=[CH:5][CH:6]=[CH:7][CH:8]=2)[C:3]([CH2:10][CH2:11][NH:12][CH:13]([C:23]2[CH:28]=[CH:27][C:26]([O:29][CH3:30])=[CH:25][CH:24]=2)[C:14]2[CH:15]=[C:16]([NH2:20])[CH:17]=[CH:18][CH:19]=2)=[CH:2]1 |f:1.2,4.5.6.7.8.9.10|. Procedure details: In a similar manner to that described in Example (1b), a solution of N-[2-(1H-indol-3-yl)ethyl]-N-[(4-methoxyphenyl)-(3-nitrophenyl)methyl]amine (2.33 g) [prepared as described in step (a) above] in ethanol (50 ml), nickel chloride hexahydrate (2.76 g) and sodium borohydride (878 mg) were reacted, to afford the title compound (484 mg) as a pale yellow oil.